This data is from the Open Reaction Database (ORD), a public repository of structured organic reaction records. The task is: describe an organic reaction: reactants, conditions, products, and yield The reactants are BrC1=C(N=CN1C)C1=NC=CC(=C1)C#N (2-(5-bromo-1-methyl-1H-imidazol-4-yl)pyridine-4-carbonitrile), COC1=CC=C(C=C1)B(O)O (4-methoxyphenylboronic acid). Yields the product COC1=CC=C(C=C1)C1=C(N=CN1C)C1=NC=CC(=C1)C#N (2-[5-(4-methoxyphenyl)-1-methyl-1H-imidazol-4-yl]pyridine-4-carbonitrile). Reaction SMILES: Br[C:2]1[N:6]([CH3:7])[CH:5]=[N:4][C:3]=1[C:8]1[CH:13]=[C:12]([C:14]#[N:15])[CH:11]=[CH:10][N:9]=1.[CH3:16][O:17][C:18]1[CH:23]=[CH:22][C:21](B(O)O)=[CH:20][CH:19]=1>>[CH3:16][O:17][C:18]1[CH:23]=[CH:22][C:21]([C:2]2[N:6]([CH3:7])[CH:5]=[N:4][C:3]=2[C:8]2[CH:13]=[C:12]([C:14]#[N:15])[CH:11]=[CH:10][N:9]=2)=[CH:20][CH:19]=1. Procedure details: The title compound was prepared from 2-(5-bromo-1-methyl-1H-imidazol-4-yl)pyridine-4-carbonitrile and 4-methoxyphenylboronic acid according to the procedure for the preparation of Example 3, part A. [M+H] Calc'd for C17H14N4O, 291. Found, 291. Reactants: C1(CC1)N1C(=CC(C2=C(C(=C(C(=C12)F)NCCNC1=NC=CC=C1)F)NCC1=CC=C(C=C1)OC)=O)C(=O)OCC (ethyl 1-cyclopropyl-6,8-difluoro-1,4-dihydro-5-(4-methoxybenzylamino)-4-oxo-7-[2-(2-pyridylamino)ethylamino]quinoline-2-carboxylate), FC(C(=O)O)(F)F (trifluoroacetic acid). Run in C(Cl)Cl (CH2Cl2), C(Cl)Cl (CH2Cl2). Product: NC1=C2C(C=C(N(C2=C(C(=C1F)NCCNC1=NC=CC=C1)F)C1CC1)C(=O)OCC)=O (ethyl 5-amino-1-cyclopropyl-6,8-difluoro-1,4-dihydro-4-oxo-7-[2-(2-pyridylamino)ethylamino]quinoline-2-carboxylate). The yield is 74.3%. As a reaction SMILES: [CH:1]1([N:4]2[C:13]3[C:8](=[C:9]([NH:26]CC4C=CC(OC)=CC=4)[C:10]([F:25])=[C:11]([NH:15][CH2:16][CH2:17][NH:18][C:19]4[CH:24]=[CH:23][CH:22]=[CH:21][N:20]=4)[C:12]=3[F:14])[C:7](=[O:36])[CH:6]=[C:5]2[C:37]([O:39][CH2:40][CH3:41])=[O:38])[CH2:3][CH2:2]1.FC(F)(F)C(O)=O>C(Cl)Cl>[NH2:26][C:9]1[C:10]([F:25])=[C:11]([NH:15][CH2:16][CH2:17][NH:18][C:19]2[CH:24]=[CH:23][CH:22]=[CH:21][N:20]=2)[C:12]([F:14])=[C:13]2[C:8]=1[C:7](=[O:36])[CH:6]=[C:5]([C:37]([O:39][CH2:40][CH3:41])=[O:38])[N:4]2[CH:1]1[CH2:2][CH2:3]1. Procedure details: A solution of ethyl 1-cyclopropyl-6,8-difluoro-1,4-dihydro-5-(4-methoxybenzylamino)-4-oxo-7-[2-(2-pyridylamino)ethylamino]quinoline-2-carboxylate (577 mg, 1.02 mmol) in CH2Cl2 (10 mL) was cooled to 0° C. and treated dropwise with trifluoroacetic acid (2 mL). The reaction mixture was stirred at room temperature for over night. The reaction mixture was diluted with CH2Cl2 and washed with saturated NaHCO3, brine, and dried over anhyd Na2SO4 followed by the removal of CH2Cl2. The crude product was p... The reactants are IC1=C(CONC(C2=C(C=CC=C2)NCC2=CC=NC=C2)=O)C=CC=C1 (N-(2-Iodo-benzyloxy)-2-[(pyridin-4-ylmethyl)-amino]-benzamide), C(#C)C1=CN=CN1C (5-ethynyl-1-methyl-1-H-imidazole). The product is CN1C=NC=C1C#CC1=C(CONC(C2=C(C=CC=C2)NCC2=CC=NC=C2)=O)C=CC=C1 (N-[2-(3-Methyl-3H-imidazol-4-ylethynyl)-benzyloxy]-2-[(pyridin-4-ylmethyl)-amino]-benzamide). Reaction SMILES: I[C:2]1[CH:26]=[CH:25][CH:24]=[CH:23][C:3]=1[CH2:4][O:5][NH:6][C:7](=[O:22])[C:8]1[CH:13]=[CH:12][CH:11]=[CH:10][C:9]=1[NH:14][CH2:15][C:16]1[CH:21]=[CH:20][N:19]=[CH:18][CH:17]=1.[C:27]([C:29]1[N:33]([CH3:34])[CH:32]=[N:31][CH:30]=1)#[CH:28]>>[CH3:34][N:33]1[C:29]([C:27]#[C:28][C:2]2[CH:26]=[CH:25][CH:24]=[CH:23][C:3]=2[CH2:4][O:5][NH:6][C:7](=[O:22])[C:8]2[CH:13]=[CH:12][CH:11]=[CH:10][C:9]=2[NH:14][CH2:15][C:16]2[CH:21]=[CH:20][N:19]=[CH:18][CH:17]=2)=[CH:30][N:31]=[CH:32]1. Reported procedure: Starring materials: N-(2-Iodo-benzyloxy)-2-[(pyridin-4-ylmethyl)-amino]-benzamide (see Example 360) and 5-ethynyl-1-methyl-1-H-imidazole (Aldrich). Reactants: O=C([O-])O, O=C(O)CS(=O)C(c1ccccc1)c1ccccc1, [Na+], O. The product is COC(=O)CS(=O)C(c1ccccc1)c1ccccc1. Reaction SMILES: [C:20](=[O:21])([OH:22])[O-:23].[CH:1]([c:2]1[cH:3][cH:4][cH:5][cH:6][cH:7]1)([c:8]1[cH:9][cH:10][cH:11][cH:12][cH:13]1)[S:14](=[O:15])[CH2:16][C:17](=[O:18])[OH:19].[Na+:24].[OH2:25]>>[CH:1]([c:2]1[cH:3][cH:4][cH:5][cH:6][cH:7]1)([c:8]1[cH:9][cH:10][cH:11][cH:12][cH:13]1)[S:14](=[O:15])[CH2:16][C:17](=[O:18])[O:19][CH3:20]. Procedure: 1-phenylcyclohexan-1-ol (24.9 mmol), p-toluenesulfonic acid (500 mg) and toluene (200 mL) are mixed together in a 500 mL 3 neck flask fitted with a thermometer and Dean Stark trap and stirred at reflux for 4 hours under a nitrogen atmosphere. The reaction is then allowed to cool to room temperature and concentrated under reduced vacuum. The crude material is then taken into methylene chloride, washed once with water, dried over potassium carbonate, filtered, and concentrated under reduced vacuum... Reaction SMILES: [C:1]1([C:7]2(O)[CH2:12][CH2:11][CH2:10][CH2:9][CH2:8]2)[CH:6]=[CH:5][CH:4]=[CH:3][CH:2]=1.C1(C)C=CC(S(O)(=O)=O)=CC=1>C1(C)C=CC=CC=1>[C:7]1([C:1]2[CH:2]=[CH:3][CH:4]=[CH:5][CH:6]=2)[CH2:12][CH2:11][CH2:10][CH2:9][CH:8]=1. The product is C1(=CCCCC1)C1=CC=CC=C1 (Cyclohex-1-enylbenzene). Solvent: C1(=CC=CC=C1)C (toluene). Starting materials: C1(=CC=CC=C1)C1(CCCCC1)O (1-phenylcyclohexan-1-ol), C1(=CC=C(C=C1)S(=O)(=O)O)C (p-toluenesulfonic acid), 3.